Dataset: the Open Reaction Database (ORD), a public repository of structured organic reaction records. Task: describe an organic reaction: reactants, conditions, products, and yield Starting materials: C=CCC1(S(=O)(=O)Cl)CC1, CN(C)c1ccncc1, ClCCl, O=c1[nH]c2c3occc3c(F)c(F)c2n1-c1ccc(I)cc1F. Product: C=CCC1(S(=O)(=O)[IH]c2ccc(-n3c(=O)[nH]c4c5occc5c(F)c(F)c43)c(F)c2)CC1. As a reaction SMILES: [CH2:24]([CH:25]=[CH2:26])[C:27]1([S:30](=[O:31])(=[O:32])[Cl:33])[CH2:28][CH2:29]1.[CH3:37][N:38]([c:39]1[cH:40][cH:41][n:42][cH:43][cH:44]1)[CH3:45].[Cl:34][CH2:35][Cl:36].[F:1][c:2]1[c:3]([F:23])[c:4]2[cH:5][cH:6][o:7][c:8]2[c:9]2[c:10]1[n:11](-[c:15]1[c:16]([F:22])[cH:17][c:18]([I:21])[cH:19][cH:20]1)[c:12](=[O:14])[nH:13]2>>[F:1][c:2]1[c:3]([F:23])[c:4]2[cH:5][cH:6][o:7][c:8]2[c:9]2[c:10]1[n:11](-[c:15]1[c:16]([F:22])[cH:17][c:18]([IH:21][S:30]([C:27]3([CH2:24][CH:25]=[CH2:26])[CH2:28][CH2:29]3)(=[O:31])=[O:32])[cH:19][cH:20]1)[c:12](=[O:14])[nH:13]2.